Dataset: the Open Reaction Database (ORD), a public repository of structured organic reaction records. Task: describe an organic reaction: reactants, conditions, products, and yield The reactants are CC(C)O, [Cl-], N#Cc1cc([N+](=O)[O-])ccc1Cl, Cl, [Na+], [OH-], O, O. The product is N#Cc1cc(N)ccc1Cl. RXN SMILES: [CH:18]([OH:19])([CH3:20])[CH3:21].[Cl-:15].[Cl:1][c:2]1[c:3]([C:4]#[N:5])[cH:6][c:7]([N+:10]([O-:11])=[O:12])[cH:8][cH:9]1.[ClH:22].[Na+:17].[OH-:16].[OH2:13].[OH2:14]>>[Cl:1][c:2]1[c:3]([C:4]#[N:5])[cH:6][c:7]([NH2:10])[cH:8][cH:9]1. Reactants: BrC=1C=NC(=C(C(=O)N)C1)OC (5-bromo-2-methoxynicotinamide), F[B-](F)(F)F.C[O+](C)C (Trimethyl-oxonium tetrafluoro borate). The solvent is ClCCl (dichloromethane). Conditions: time 12 hour. Product: BrC=1C=NC(=C(C(OC)=N)C1)OC (methyl 5-bromo-2-methoxynicotinimidate). The yield is 124.5%. Reaction SMILES: [Br:1][C:2]1[CH:3]=[N:4][C:5]([O:11][CH3:12])=[C:6]([CH:10]=1)[C:7]([NH2:9])=[O:8].F[B-](F)(F)F.[CH3:18][O+](C)C>ClCCl>[Br:1][C:2]1[CH:3]=[N:4][C:5]([O:11][CH3:12])=[C:6]([CH:10]=1)[C:7](=[NH:9])[O:8][CH3:18] |f:1.2|. Reported procedure: To a solution of 5-bromo-2-methoxynicotinamide (4.7 g, 0.02 mol) in dichloromethane (100 mL) was added Trimethyl-oxonium tetrafluoro borate (4.6 g, 0.02 mol) at room temperature. The mixture was stirred at room for 12 hours. The solvent was moved off and the resulting residue was washed with dichloromethane (50 mL*2), then dry to provide methyl 5-bromo-2-methoxynicotinimidate (6.1 g, yield 91%). 1HNMR (400 MHz, D2O) δ 8.46 (m, 2H), 4.22 (s, 3H), 4.02 (s, 3H), 1.93 (s, 2H). MS (M+H)+: 333/335. The reactants are C1=NN=C2NNC3=C(N21)C=CC=C3 (4,5-dihydro-s-triazolo[3,4-c]-benzo-as-triazine), C(C)(=O)OC(C)=O (acetic anhydride), C(C)(=O)O (acetic acid). The product is C(C)(=O)N1N(C2=C(N3C1=NN=C3)C=CC=C2)C(C)=O (4,5-diacetyl-4,5-dihydro-s-triazolo-[3,4-c]benzo-as-triazine). Isolated yield 91.0%. As a reaction SMILES: [CH:1]1[N:9]2[C:4]([NH:5][NH:6][C:7]3[CH:13]=[CH:12][CH:11]=[CH:10][C:8]=32)=[N:3][N:2]=1.[C:14](OC(=O)C)(=[O:16])[CH3:15].[C:21](O)(=[O:23])[CH3:22]>>[C:14]([N:5]1[C:4]2=[N:3][N:2]=[CH:1][N:9]2[C:8]2[CH:10]=[CH:11][CH:12]=[CH:13][C:7]=2[N:6]1[C:21](=[O:23])[CH3:22])(=[O:16])[CH3:15]. Procedure: 7.0 g (0.04 mole) of 4,5-dihydro-s-triazolo[3,4-c]-benzo-as-triazine are added to a mixture of 35 ml of glacial acetic acid and 35 ml of acetic anhydride, and the reaction mixture is refluxed for 6 hours. At the end of the reaction the mixture is cooled, the product is precipitated with ether and filtered off. 9.4 g of the title compound are obtained; yield: 91%; m.p.: 186°-188° C. The reactants are CO (methanol), C(C)(=O)OC=1C=C(C=CC1)CCCC(CCN(CC)CC)=O (6-(m-acetoxyphenyl)-1-diethylaminohexan-3-one), C(C)(=O)OC=1C=C(C=CC1)CCCC(C=C)=O (6-(m-acetoxyphenyl)hex-1-en-3-one), CC1C(CCC1=O)=O (2-methylcyclopentane-1,3-dione). Run in C(Cl)(Cl)Cl (chloroform), [OH-].[K+] (potassium hydroxide). Product: C(C)(=O)OC=1C=C(C=CC1)CCCC(CCC1(C(CCC1=O)=O)C)=O (2-(6-m-Acetoxyphenyl-3-oxohexyl)-2-methylcyclopentane-1,3-dione). Reaction SMILES: [C:1]([O:4][C:5]1[CH:6]=[C:7]([CH2:11][CH2:12][CH2:13][C:14](=[O:22])[CH2:15][CH2:16]N(CC)CC)[CH:8]=[CH:9][CH:10]=1)(=[O:3])[CH3:2].C(OC1C=C(CCCC(=O)C=C)C=CC=1)(=O)C.[CH3:40][CH:41]1[C:45](=[O:46])[CH2:44][CH2:43][C:42]1=[O:47].CO>[OH-].[K+].C(Cl)(Cl)Cl>[C:1]([O:4][C:5]1[CH:6]=[C:7]([CH2:11][CH2:12][CH2:13][C:14](=[O:22])[CH2:15][CH2:16][C:41]2([CH3:40])[C:45](=[O:46])[CH2:44][CH2:43][C:42]2=[O:47])[CH:8]=[CH:9][CH:10]=1)(=[O:3])[CH3:2] |f:4.5|. Procedure: Reflux a mixture of 6-(m-acetoxyphenyl)-1-diethylaminohexan-3-one and 6-(m-acetoxyphenyl)hex-1-en-3-one (1 g), with 2-methylcyclopentane-1,3-dione (1.5 g) in 0.12% methanolic potassium hydroxide (6 cc) for 18 hours. Remove methanol (2 cc) under reduced pressure and add chloroform (60 cc). Wash the solution in turn with dilute sulfuric acid (25 cc), saturated potassium bicarbonate solution, and brine; dry and evaporate the solvent. The product (0.8 g) is the adduct 2-(6-m-acetoxyphenyl-3-oxohexyl... Reactants: cupric chloride, N(=O)[O-].[Na+] (sodium nitrite), S(=O)=O (sulphur dioxide), CCOCC (ether), ClC1=CC(=C(N)C=C1Cl)F (4,5-Dichloro-2-fluoroaniline). Procedure: In a 500 mL round-bottom flask, a portion of glacial acetic acid (30 mL) is saturated for 30 minutes with a current of gaseous sulphur dioxide. To the resulting solution there is added a solution of cupric chloride (1.5 g) in water (10 mL) (suspension A). 4,5-Dichloro-2-fluoroaniline (5 g) is dissolved in a mixture of glacial acetic acid (30 mL) and concentrated hydrochloric acid (15 mL). The resulting solution is cooled to −5° C. on a bath of ice and salt. A solution of sodium nitrite (2.5 g) i... The solvent is O (water), O (water), CO (methanol), O (water), C(C)(=O)O (acetic acid), C(C)(=O)O (acetic acid), Cl (hydrochloric acid). Reaction SMILES: [S:1](=[O:3])=[O:2].[Cl:4][C:5]1[C:11]([Cl:12])=[CH:10][C:8](N)=[C:7]([F:13])[CH:6]=1.[N:14]([O-])=O.[Na+].CCOCC>O.C(O)(=O)C.Cl.CO>[Cl:4][C:5]1[C:11]([Cl:12])=[CH:10][C:8]([S:1]([NH2:14])(=[O:3])=[O:2])=[C:7]([F:13])[CH:6]=1 |f:2.3|. The product is ClC1=CC(=C(C=C1Cl)S(=O)(=O)N)F (4,5-dichloro-2-fluorobenzenesulphonamide). Reaction conditions: temperature -5 celsius, time 15 minute. Reactants: [OH-].[NH4+] (ammonium hydroxide), P(O)(O)(O)=O (phosphoric acid), C(C)NCCCCCCC (N-ethylheptanamine), CS(=O)(=O)NC1=CC=C(C(=O)N2CC2)C=C1 (1-[4-[(methylsulfonyl)amino]benzoyl]aziridine). Run in C(C)#N (acetonitrile), C(C)#N (acetonitrile), CO (methanol). Reaction conditions: temperature 50 celsius, time 48 hour. Product: P(O)(O)(O)=O.C(C)N(CCNC(C1=CC=C(C=C1)NS(=O)(=O)C)=O)CCCCCCC (N-[2-(Ethyl(heptyl)amino)ethyl]-4-[(methylsulfonyl)amino]benzamide phosphoric acid salt). Reaction SMILES: [CH2:1]([NH:3][CH2:4][CH2:5][CH2:6][CH2:7][CH2:8][CH2:9][CH3:10])[CH3:2].[CH3:11][S:12]([NH:15][C:16]1[CH:26]=[CH:25][C:19]([C:20]([N:22]2[CH2:24][CH2:23]2)=[O:21])=[CH:18][CH:17]=1)(=[O:14])=[O:13].[OH-].[NH4+].[P:29](=[O:33])([OH:32])([OH:31])[OH:30]>C(#N)C.CO>[P:29](=[O:30])([OH:33])([OH:32])[OH:31].[CH2:1]([N:3]([CH2:4][CH2:5][CH2:6][CH2:7][CH2:8][CH2:9][CH3:10])[CH2:24][CH2:23][NH:22][C:20](=[O:21])[C:19]1[CH:18]=[CH:17][C:16]([NH:15][S:12]([CH3:11])(=[O:13])=[O:14])=[CH:26][CH:25]=1)[CH3:2] |f:2.3,7.8|. Procedure: 0.60 g (4.16 mmol) of N-ethylheptanamine and 0.50 g (2.08 mmol) of 1-[4-[(methylsulfonyl)amino]benzoyl]aziridine are dissolved in 10 mL of acetonitrile and the solution is warmed to 50° C. for 48 hours. The reaction is monitored by thin-layer chromatography (silica gel (EM); acetonitrile:conc. ammonium hydroxide (90:10)). After 48 hours, the reaction mixture is evaporated and the resultant solid is dissolved in 20 mL of methylene chloride. This solution is extracted with 2×10 mL of 1N aq. sodium... Solvent: O1CCOCC1 (1,4-dioxane), O (water). Procedure: Palladium tetrakis(triphenylphosphine) (107 mg, 0.09 mmol) was added to a degassed, ambient temperature solution of 2-[(4-bromophenyl)acetyl]-4-(2,2-dimethylpropyl)-N,N-dimethyl-1H-imidazole-1-sulfonamide (intermediate 7) (410 mg, 0.9 mmol), 2-bromo-5-fluoropyridine (163 mg, 0.9 mmol) and hexamethylditin (304 mg, 0.9 mmol) in 1,4-dioxane (20 mL). After stirring at reflux overnight, the reaction mixture was diluted with water and extracted with ethyl acetate and methylene chloride. The combined o... The reactants are BrC1=CC=C(C=C1)CC(=O)C=1N(C=C(N1)CC(C)(C)C)S(=O)(=O)N(C)C (2-[(4-bromophenyl)acetyl]-4-(2,2-dimethylpropyl)-N,N-dimethyl-1H-imidazole-1-sulfonamide), BrC1=CC=C(C=C1)CC(=O)C=1N(C=C(N1)CC(C)(C)C)S(=O)(=O)N(C)C (2-[(4-bromophenyl)acetyl]-4-(2,2-dimethylpropyl)-N,N-dimethyl-1H-imidazole-1-sulfonamide), BrC1=NC=C(C=C1)F (2-bromo-5-fluoropyridine), C[Sn](C)C.C[Sn](C)C (hexamethylditin). The product is CC(CC=1N=C(N(C1)S(=O)(=O)N(C)C)C(CC1=CC=C(C=C1)C1=NC=C(C=C1)F)=O)(CC)C (4-(2,2-dimethylbutyl)-2-{[4-(5-fluoropyridin-2-yl)phenyl]acetyl}-N,N-dimethyl-1H-imidazole-1-sulfonamide). The reagents and catalysts are C1(=CC=CC=C1)P(C1=CC=CC=C1)C1=CC=CC=C1.C1(=CC=CC=C1)P(C1=CC=CC=C1)C1=CC=CC=C1.C1(=CC=CC=C1)P(C1=CC=CC=C1)C1=CC=CC=C1.C1(=CC=CC=C1)P(C1=CC=CC=C1)C1=CC=CC=C1.[Pd] (Palladium tetrakis(triphenylphosphine)). Reaction SMILES: Br[C:2]1[CH:7]=[CH:6][C:5]([CH2:8][C:9]([C:11]2[N:12]([S:21]([N:24]([CH3:26])[CH3:25])(=[O:23])=[O:22])[CH:13]=[C:14]([CH2:16][C:17]([CH3:20])([CH3:19])[CH3:18])[N:15]=2)=[O:10])=[CH:4][CH:3]=1.Br[C:28]1[CH:33]=[CH:32][C:31]([F:34])=[CH:30][N:29]=1.[CH3:35][Sn](C)C.C[Sn](C)C>O1CCOCC1.O.C1(P(C2C=CC=CC=2)C2C=CC=CC=2)C=CC=CC=1.C1(P(C2C=CC=CC=2)C2C=CC=CC=2)C=CC=CC=1.C1(P(C2C=CC=CC=2)C2C=CC=CC=2)C=CC=CC=1.C1(P(C2C=CC=CC=2)C2C=CC=CC=2)C=CC=CC=1.[Pd]>[CH3:18][C:17]([CH3:20])([CH2:19][CH3:35])[CH2:16][C:14]1[N:15]=[C:11]([C:9](=[O:10])[CH2:8][C:5]2[CH:6]=[CH:7][C:2]([C:28]3[CH:33]=[CH:32][C:31]([F:34])=[CH:30][N:29]=3)=[CH:3][CH:4]=2)[N:12]([S:21]([N:24]([CH3:26])[CH3:25])(=[O:23])=[O:22])[CH:13]=1 |f:2.3,6.7.8.9.10,^1:35,39|.